From a dataset of the Open Reaction Database (ORD), a public repository of structured organic reaction records. describe an organic reaction: reactants, conditions, products, and yield Starting materials: COC=1C=C(C=CC1)NC1=NC=NC2=CC=CC(=C12)CN1C[C@H]([C@@H](CC1)NC(OCC=C)=O)C(NC)=O (allyl(3R,4R)-1-((4-(3-methoxyphenylamino) quinazolin-5-yl)methyl)-3-(methylcarbamoyl)piperidin-4-ylcarbamate), N(C)C (Me2NH). Reagents/catalysts: C=1C=CC(=CC1)[P](C=2C=CC=CC2)(C=3C=CC=CC3)[Pd]([P](C=4C=CC=CC4)(C=5C=CC=CC5)C=6C=CC=CC6)([P](C=7C=CC=CC7)(C=8C=CC=CC8)C=9C=CC=CC9)[P](C=1C=CC=CC1)(C=1C=CC=CC1)C=1C=CC=CC1 (Pd(PPh3)4). Solvent: C1CCOC1 (THF), C1CCOC1 (THF). Reaction conditions: time 1.5 hour. Yields the product N[C@H]1[C@@H](CN(CC1)CC1=C2C(=NC=NC2=CC=C1)NC1=CC(=CC=C1)OC)C(=O)NC ((3R,4R)-4-amino-1-((4-(3-methoxyphenylamino) quinazolin-5-yl)methyl)-N-methylpiperidine-3-carboxamide). RXN SMILES: [CH3:1][O:2][C:3]1[CH:4]=[C:5]([NH:9][C:10]2[C:19]3[C:14](=[CH:15][CH:16]=[CH:17][C:18]=3[CH2:20][N:21]3[CH2:26][CH2:25][C@@H:24]([NH:27]C(=O)OCC=C)[C@H:23]([C:34](=[O:37])[NH:35][CH3:36])[CH2:22]3)[N:13]=[CH:12][N:11]=2)[CH:6]=[CH:7][CH:8]=1.N(C)C>C1COCC1.C1C=CC([P]([Pd]([P](C2C=CC=CC=2)(C2C=CC=CC=2)C2C=CC=CC=2)([P](C2C=CC=CC=2)(C2C=CC=CC=2)C2C=CC=CC=2)[P](C2C=CC=CC=2)(C2C=CC=CC=2)C2C=CC=CC=2)(C2C=CC=CC=2)C2C=CC=CC=2)=CC=1>[NH2:27][C@@H:24]1[CH2:25][CH2:26][N:21]([CH2:20][C:18]2[CH:17]=[CH:16][CH:15]=[C:14]3[C:19]=2[C:10]([NH:9][C:5]2[CH:6]=[CH:7][CH:8]=[C:3]([O:2][CH3:1])[CH:4]=2)=[N:11][CH:12]=[N:13]3)[CH2:22][C@H:23]1[C:34]([NH:35][CH3:36])=[O:37] |^1:49,51,70,89|. Procedure details: A solution of 15E (27 mg, 0.054 mmol) in THF (3 ml) was degassed and purged with N2. To this was added 2N Me2NH in THF (95 μl, 0.19 mmol), followed by Pd(PPh3)4 (9 mg, 0.0078 mmol). The mixture was stirred at room temperature for 1.5 h. Concentration in vacuo followed by purification using preparative HPLC gave, after concentration and lyophilization, a TFA salt of 15F (20.3 mg, 70%) as a solid. The compound has an analytical HPLC retention time=1.307 min (Chromolith SpeedROD column 4.6×50 mm, 1...